Dataset: the Open Reaction Database (ORD), a public repository of structured organic reaction records. Task: describe an organic reaction: reactants, conditions, products, and yield Starting materials: CC1=CC=CC(=N1)CNCCO (2-[(6-methyl-pyridin-2-ylmethyl)-amino]-ethanol), N1=C(C=CC=C1)C=O (pyridine-2-carboxaldehyde). Product: N1=C(C=CC=C1)CNCCO (2-[(pyridin-2-ylmethyl)-amino]-ethanol). Reaction SMILES: C[C:2]1[N:7]=[C:6]([CH2:8][NH:9][CH2:10][CH2:11][OH:12])[CH:5]=[CH:4][CH:3]=1.N1C=CC=CC=1C=O>>[N:7]1[CH:2]=[CH:3][CH:4]=[CH:5][C:6]=1[CH2:8][NH:9][CH2:10][CH2:11][OH:12]. Procedure: prepared as 2-[(6-methyl-pyridin-2-ylmethyl)-amino]-ethanol but reaction with pyridine-2-carboxaldehyde Reactants: CCCCCC, CS(C)=O, CCOC(C)=O, [H-], CCI, CCn1c(N)c(C#N)c2ccc([N+](=O)[O-])cc21, N#Cc1c(N)[nH]c2cc([N+](=O)[O-])ccc12, [Na+]. The product is CCn1c(NC(C)=O)c(C#N)c2ccc([N+](=O)[O-])cc21. As a reaction SMILES: [CH3:38][CH2:39][CH2:40][CH2:41][CH2:42][CH3:43].[CH3:44][S:45]([CH3:46])=[O:47].[CH3:48][CH2:49][O:50][C:51]([CH3:52])=[O:53].[H-:1].[I:18][CH2:19][CH3:20].[NH2:21][c:22]1[n:23]([CH2:36][CH3:37])[c:24]2[cH:25][c:26]([N+:33](=[O:34])[O-:35])[cH:27][cH:28][c:29]2[c:30]1[C:31]#[N:32].[NH2:3][c:4]1[nH:5][c:6]2[c:7]([c:8]1[C:9]#[N:10])[cH:11][cH:12][c:13]([N+:14]([O-:15])=[O:16])[cH:17]2.[Na+:2]>>[O:16]=[C:19]([CH3:20])[NH:21][c:22]1[n:23]([CH2:36][CH3:37])[c:24]2[cH:25][c:26]([N+:33](=[O:34])[O-:35])[cH:27][cH:28][c:29]2[c:30]1[C:31]#[N:32]. The reactants are ClC1=NC(=CC=C1)CCl (2-chloro-6-chloromethylpyridine), OC1=NC=CC=C1 (2-hydroxypyridine), C(=O)([O-])[O-].[Cs+].[Cs+] (Cs2CO3). Run in CN(C)C=O (DMF), O (water). Reaction conditions: time 8 hour. Yields the product ClC1=CC=CC(=N1)CN1C(C=CC=C1)=O (1-[(6-chloropyridin-2-yl)methyl]pyridin-2(1H)-one). Reaction SMILES: [Cl:1][C:2]1[CH:7]=[CH:6][CH:5]=[C:4]([CH2:8]Cl)[N:3]=1.[OH:10][C:11]1[CH:16]=[CH:15][CH:14]=[CH:13][N:12]=1.C([O-])([O-])=O.[Cs+].[Cs+]>CN(C=O)C.O>[Cl:1][C:2]1[N:3]=[C:4]([CH2:8][N:12]2[CH:13]=[CH:14][CH:15]=[CH:16][C:11]2=[O:10])[CH:5]=[CH:6][CH:7]=1 |f:2.3.4|. Procedure details: To the solution of 2-chloro-6-chloromethylpyridine (1.62 g g, 10 mmol) in DMF (10 mL) was added 2-hydroxypyridine (0.95 g, 10 mmol) and Cs2CO3 (6.52 g, 20 mmol). The mixture was stirred overnight, then diluted with water and extracted with CH2Cl2. The combined organic layer was dried, filtered, and concentrated to give a solid. The solid was purified by silica gel chromatography (2-4% MeOH in CH2Cl2) to give 1-[(6-chloropyridin-2-yl)methyl]pyridin-2(1H)-one. 1H-NMR (500 MHz, CDCl3) δ 7.62 (t, 1H... Starting materials: ClC=1C=C(C=CC1Cl)N[C@@H](C(=O)O)C ((R)-2-(3,4-dichloro-phenylamino)-propionic acid), BrC1=CC(=C(C=C1)C(F)(F)F)Cl (4-bromo-2-chloro-1-trifluoromethyl-benzene), BrCCC(=O)OC(C)(C)C (tert-butyl 3-bromopropionate). Yields the product C(C)(C)(C)OC(CCNC1=CC(=C(C=C1)C(F)(F)F)Cl)=O (3-(3-Chloro-4-trifluoromethyl-phenylamino)-propionic acid tert-butyl ester). The yield is 53.0%. RXN SMILES: [Cl:1][C:2]1[CH:3]=[C:4]([NH:9][C@H:10]([CH3:14])C(O)=O)[CH:5]=[CH:6][C:7]=1Cl.BrC1C=CC([C:22]([F:25])([F:24])[F:23])=C(Cl)C=1.BrCC[C:30]([O:32][C:33]([CH3:36])([CH3:35])[CH3:34])=[O:31]>>[C:33]([O:32][C:30](=[O:31])[CH2:14][CH2:10][NH:9][C:4]1[CH:5]=[CH:6][C:7]([C:22]([F:23])([F:24])[F:25])=[C:2]([Cl:1])[CH:3]=1)([CH3:36])([CH3:35])[CH3:34]. Reported procedure: In analogy to the procedure described for intermediate 31, 4-bromo-2-chloro-1-trifluoromethyl-benzene and tert-butyl 3-bromopropionate gave the title compound in 53% yield as yellow oil. MS: 323 (M+, Cl). The reactants are O=[N+]([O-])c1ccc(Oc2c(Br)cc(F)cc2Br)cc1, CN(C)C=O. Yields the product COc1cc(Br)c(Oc2ccc([N+](=O)[O-])cc2)c(Br)c1. Reaction SMILES: [Br:1][c:2]1[cH:3][c:4]([F:19])[cH:5][c:6]([Br:18])[c:7]1[O:8][c:9]1[cH:10][cH:11][c:12]([N+:15](=[O:16])[O-:17])[cH:13][cH:14]1.[CH3:20][N:21]([CH:22]=[O:23])[CH3:24]>>[Br:1][c:2]1[cH:3][c:4]([O:23][CH3:22])[cH:5][c:6]([Br:18])[c:7]1[O:8][c:9]1[cH:10][cH:11][c:12]([N+:15](=[O:16])[O-:17])[cH:13][cH:14]1. Reactants: CC(=CCO)CCCCCC (3-methyl-2-nonen-1-ol). Yields the product CC(CCO)CCCCCC (3-METHYL-NONAN-1-OL). Procedure: 52 G. of 3-methyl-2-nonen-1-ol were hydrogenated for 4 hours in the presence of Raney nickel catalyst at an initial pressure of 50 pounds per square inch until the theoretical amount of hydrogen was consumed. The hydrogenated material was fractionated through a 1/2 foot Vigreux column. 48.6 G. distilled at 108° C. under 10 mm. pressure, representing the desired 3-methylnonan-1-ol. The product had a refractive index at 20° C. of 1.4384. There was a residue of 3.4 g. Reagents/catalysts: [Ni] (Raney nickel). Reaction SMILES: [CH3:1][C:2]([CH2:6][CH2:7][CH2:8][CH2:9][CH2:10][CH3:11])=[CH:3][CH2:4][OH:5]>[Ni]>[CH3:1][CH:2]([CH2:6][CH2:7][CH2:8][CH2:9][CH2:10][CH3:11])[CH2:3][CH2:4][OH:5].